Dataset: the Open Reaction Database (ORD), a public repository of structured organic reaction records. Task: describe an organic reaction: reactants, conditions, products, and yield Reactants: C(#N)C1=CC=C(OC=2C=C(C(=O)O)C=C(C2)OC2=CC=C(C=C2)C#N)C=C1 (3,5-bis-(4-cyano-phenoxy)-benzoic acid), C1(CCCCC1)CN (cyclohexylmethylamine). Yields the product C(#N)C1=CC=C(OC=2C=C(C(=O)NCC3CCCCC3)C=C(C2)OC2=CC=C(C=C2)C#N)C=C1 (3,5-Bis-(4-cyano-phenoxy)-N-cyclohexylmethyl-benzamide). Isolated yield 105.5%. Reaction SMILES: [C:1]([C:3]1[CH:27]=[CH:26][C:6]([O:7][C:8]2[CH:9]=[C:10]([CH:14]=[C:15]([O:17][C:18]3[CH:23]=[CH:22][C:21]([C:24]#[N:25])=[CH:20][CH:19]=3)[CH:16]=2)[C:11]([OH:13])=O)=[CH:5][CH:4]=1)#[N:2].[CH:28]1([CH2:34][NH2:35])[CH2:33][CH2:32][CH2:31][CH2:30][CH2:29]1>>[C:1]([C:3]1[CH:27]=[CH:26][C:6]([O:7][C:8]2[CH:9]=[C:10]([CH:14]=[C:15]([O:17][C:18]3[CH:19]=[CH:20][C:21]([C:24]#[N:25])=[CH:22][CH:23]=3)[CH:16]=2)[C:11]([NH:35][CH2:34][CH:28]2[CH2:33][CH2:32][CH2:31][CH2:30][CH2:29]2)=[O:13])=[CH:5][CH:4]=1)#[N:2]. Procedure details: Following the procedure of Example 9(e) 3,5-bis-(4-cyano-phenoxy)-benzoic acid 0.5 g (1.26 mmol) and cyclohexylmethylamine (0.143 g, 1.26 mmol) were used to afford 0.60 g of the required product. Percentage purity (LCMS): 97.6%, (M+1)=451.1+1. The reactants are CC1=CC=CC(=N1)CCOC1=CC=C(C=C2C(NC(S2)=O)=O)C=C1 (5-{4-[2-(6-methyl-2-pyridyl)ethoxy]benzylidene}-2,4-thiazolidinedione). The reagents and catalysts are [Pd] (palladium on carbon). Solvent: O1CCOCC1 (dioxane). Conditions: time 6 hour. Yields the product CC1=CC=CC(=N1)CCOC1=CC=C(CC2C(NC(S2)=O)=O)C=C1 (5-{4-[2-(6-methyl-2-pyridyl)ethoxy]benzyl}-2,4-thiazolidinedione). As a reaction SMILES: [CH3:1][C:2]1[N:7]=[C:6]([CH2:8][CH2:9][O:10][C:11]2[CH:24]=[CH:23][C:14]([CH:15]=[C:16]3[S:20][C:19](=[O:21])[NH:18][C:17]3=[O:22])=[CH:13][CH:12]=2)[CH:5]=[CH:4][CH:3]=1>O1CCOCC1.[Pd]>[CH3:1][C:2]1[N:7]=[C:6]([CH2:8][CH2:9][O:10][C:11]2[CH:24]=[CH:23][C:14]([CH2:15][CH:16]3[S:20][C:19](=[O:21])[NH:18][C:17]3=[O:22])=[CH:13][CH:12]=2)[CH:5]=[CH:4][CH:3]=1. Procedure details: To a solution of 5-{4-[2-(6-methyl-2-pyridyl)ethoxy]benzylidene}-2,4-thiazolidinedione (400 mg) in dioxane (60 ml) was added 5% palladium on carbon (1.2 g) and catalytic reduction was carried out at atmospheric pressure for 6 hours. The catalyst was filtered off and the filtrate was concentrated. The residue was recrystallized from 70% ethanol to give 5-{4-[2-(6-methyl-2-pyridyl)ethoxy]benzyl}-2,4-thiazolidinedione as crystals. Yield: 218 mg (54.2%); m.p.: 156°-157° C. Starting materials: NC1=NC(=NC=C1C=O)SC (4-amino-2-methylsulfanyl-pyrimidine-5-carbaldehyde), CC1=C(C=CC(=C1)[N+](=O)[O-])N (2-methyl-4-nitrophenylamine), C(#N)[BH3-].[Na+] (sodium cyanoborohydride). Solvent: CCOC(=O)C (EtOAc), CN(C)C=O (DMF), CC(=O)O (AcOH), CCO (EtOH). Run at temperature 40 celsius, time 2 hour. The product is CC1=C(C=C(C=C1)[N+](=O)[O-])NCC=1C(=NC(=NC1)SC)N (5-[(2-methyl-5-nitro-phenylamino)-methyl]-2-methylsulfanyl-pyrimidin-4-ylamine). The yield is 34.0%. Reaction SMILES: [NH2:1][C:2]1[C:7]([CH:8]=O)=[CH:6][N:5]=[C:4]([S:10][CH3:11])[N:3]=1.C[C:13]1[CH:18]=[C:17]([N+:19]([O-:21])=[O:20])[CH:16]=[CH:15][C:14]=1N.[C:23]([BH3-])#[N:24].[Na+]>CN(C=O)C.CC(O)=O.CCO.CCOC(C)=O>[CH3:13][C:14]1[CH:15]=[CH:16][C:17]([N+:19]([O-:21])=[O:20])=[CH:18][C:23]=1[NH:24][CH2:8][C:7]1[C:2]([NH2:1])=[N:3][C:4]([S:10][CH3:11])=[N:5][CH:6]=1 |f:2.3|. Procedure details: 4-amino-2-methylsulfanyl-pyrimidine-5-carbaldehyde (1.80 g, 10.6 mmol) and 2-methyl-4-nitrophenylamine (1.94 g, 12.8 mmol) is dissolved in the mixed solvent of DMF (18 mL), AcOH (18 mL), and EtOH (36 mL), and the reaction mixture is stirred for 2 hours at 40° C. To the reaction mixture is added sodium cyanoborohydride (2.01 g, 31.2 mmol) and the mixture is stirred for 30 minutes at room temperature. The reaction mixture is diluted with EtOAc (80 mL), and washed with saturated aqueous sodium bica... Starting materials: ClCCl, CSCC(=O)Nc1c(C)cccc1C, O=C(OO)c1cccc(Cl)c1. Product: Cc1cccc(C)c1NC(=O)CS(C)=O. RXN SMILES: [CH2:26]([Cl:27])[Cl:28].[CH3:1][S:2][CH2:3][C:4](=[O:5])[NH:6][c:7]1[c:8]([CH3:14])[cH:9][cH:10][cH:11][c:12]1[CH3:13].[Cl:15][c:16]1[cH:17][cH:18][cH:19][c:20]([C:21]([O:22][OH:24])=[O:23])[cH:25]1>>[CH3:1][S:2]([CH2:3][C:4](=[O:5])[NH:6][c:7]1[c:8]([CH3:14])[cH:9][cH:10][cH:11][c:12]1[CH3:13])=[O:23]. Reactants: CN(C(=O)Cl)C (dimethylcarbamyl chloride), ClC(=CCl)OC1=C(C=CC=C1)S(=O)(=O)N (2-(1,2-dichlorovinyloxy)phenylsulfonamide), N12CCCCCC2=NCCC1 (1,8-diazabicyclo[5.4.0]undec-7-ene). Run in C(Cl)Cl (methylene chloride), C(Cl)Cl (methylene chloride). Product: ClC(=CCl)OC1=C(C=CC=C1)S(=O)(=O)NC(=O)N(C)C (N-[2-(1,2-dichlorovinyloxy)phenylsulfonyl]-N',N'-dimethylurea). The yield is 89.4%. RXN SMILES: [CH3:1][N:2]([CH3:6])[C:3](Cl)=[O:4].[Cl:7][C:8]([O:11][C:12]1[CH:17]=[CH:16][CH:15]=[CH:14][C:13]=1[S:18]([NH2:21])(=[O:20])=[O:19])=[CH:9][Cl:10].N12CCCN=C1CCCCC2>C(Cl)Cl>[Cl:7][C:8]([O:11][C:12]1[CH:17]=[CH:16][CH:15]=[CH:14][C:13]=1[S:18]([NH:21][C:3]([N:2]([CH3:6])[CH3:1])=[O:4])(=[O:19])=[O:20])=[CH:9][Cl:10]. Procedure: A solution of 10.2 g of dimethylcarbamyl chloride in 10 ml of methylene chloride is added dropwise to a mixture of 10.7 g of 2-(1,2-dichlorovinyloxy)phenylsulfonamide, 12.2 g of 1,8-diazabicyclo[5.4.0]undec-7-ene in 100 ml of methylene chloride at 20° to 25° C. and the mixture is refluxed for 2 hours. The solvent is then evaporated off and the residue is dissolved in 5% sodium carbonate solution. The solution is filtered and acidified with 10% hydrochloric acid, whereupon the product precipitate... The reactants are BrC1=CC(=C(C=C1)NC(=O)C1=CNC2=CC=CC=C2C1=O)C (N-(4-bromo-2-methyl-phenyl)-4-oxo-1H-quinoline-3-carboxamide), C1(=CCCCC1)B(O)O (cyclohexen-1-ylboronic acid), C(=O)([O-])[O-].[Na+].[Na+] (Na2CO3), C(C)#N (acetonitrile). The reagents and catalysts are C1=CC=C(C=C1)P([C-]2C=CC=C2)C3=CC=CC=C3.C1=CC=C(C=C1)P([C-]2C=CC=C2)C3=CC=CC=C3.Cl[Pd]Cl.[Fe+2].C(Cl)Cl (Pd(dppf)Cl2 DCM). Solvent: C(C)(=O)OCC (ethyl acetate). Run at temperature 150 celsius. Product: C1(=CCCCC1)C1=CC(=C(C=C1)NC(=O)C1=CNC2=CC=CC=C2C1=O)C (N-(4-cyclohexen-1-yl-2-methyl-phenyl)-4-oxo-1H-quinoline-3-carboxamide). Yield: 69.7%. RXN SMILES: Br[C:2]1[CH:7]=[CH:6][C:5]([NH:8][C:9]([C:11]2[C:20](=[O:21])[C:19]3[C:14](=[CH:15][CH:16]=[CH:17][CH:18]=3)[NH:13][CH:12]=2)=[O:10])=[C:4]([CH3:22])[CH:3]=1.[C:23]1(B(O)O)[CH2:28][CH2:27][CH2:26][CH2:25][CH:24]=1.C([O-])([O-])=O.[Na+].[Na+].C(#N)C>C(OCC)(=O)C.C1C=CC(P(C2C=CC=CC=2)[C-]2C=CC=C2)=CC=1.C1C=CC(P(C2C=CC=CC=2)[C-]2C=CC=C2)=CC=1.Cl[Pd]Cl.[Fe+2].C(Cl)Cl>[C:23]1([C:2]2[CH:7]=[CH:6][C:5]([NH:8][C:9]([C:11]3[C:20](=[O:21])[C:19]4[C:14](=[CH:15][CH:16]=[CH:17][CH:18]=4)[NH:13][CH:12]=3)=[O:10])=[C:4]([CH3:22])[CH:3]=2)[CH2:28][CH2:27][CH2:26][CH2:25][CH:24]=1 |f:2.3.4,7.8.9.10.11|. Procedure details: To N-(4-bromo-2-methyl-phenyl)-4-oxo-1H-quinoline-3-carboxamide (50 mg, 0.14 mmol), cyclohexen-1-ylboronic acid (35 mg, 0.28), and Pd(dppf)Cl2-DCM (11 mg, 0.01 mmol) was added Na2CO3 (980 μL of 2 M, 1.96 mmol) and acetonitrile (2 mL). The reaction mixture was heated under microwave irradiation for 10 min at 150° C. under a N2 atmosphere. The reaction mixture was diluted with ethyl acetate, washed with 50% saturated sodium bicarbonate solution (2×20 mL), water, and brine. The organic layer was dr... The reactants are CN (methylamine), BrC=1C(=NC=C(N1)Br)N (3,5-dibromo-2-aminopyrazine). Solvent: C(C)O (ethanol). Run at temperature 130 celsius, time 17 hour. Yields the product NC1=NC=C(N=C1NC)Br (2-amino-5-bromo-3-methylaminopyrazine). The yield is 40.0%. As a reaction SMILES: [CH3:1][NH2:2].Br[C:4]1[C:5]([NH2:11])=[N:6][CH:7]=[C:8]([Br:10])[N:9]=1>C(O)C>[NH2:11][C:5]1[C:4]([NH:2][CH3:1])=[N:9][C:8]([Br:10])=[CH:7][N:6]=1. Procedure details: 1.55 g (50 mmol) of 40% strength aqueous methylamine solution is added to a solution of 2.53 g (10 mmol) of 3,5-dibromo-2-aminopyrazine in ethanol. The mixture is stirred in an autoclave at 130° C. for 17 hours. After evaporation of the solvent under reduced pressure, the product is purified by chromatography on a silica column (eluant=CH2Cl2, to which 3% of CH3OH has been added). 0.8 g (Yld=40%) of 2-amino-5-bromo-3-methylaminopyrazine (m.p. 121° C.) is obtained. The reactants are O=C(n1ccnc1)n1ccnc1, NCCc1ccc(O)cc1, Cc1c(C)c2c(c(C)c1O)CCC(C)(C(=O)O)O2. Product: Cc1c(C)c2c(c(C)c1O)CCC(C)(C(=O)NCCc1ccc(O)cc1)O2. RXN SMILES: [C:19]([n:20]1[cH:21][cH:22][n:23][cH:24]1)([n:25]1[cH:26][cH:27][n:28][cH:29]1)=[O:30].[NH2:31][CH2:32][CH2:33][c:34]1[cH:35][cH:36][c:37]([OH:38])[cH:39][cH:40]1.[OH:1][c:2]1[c:3]([CH3:18])[c:4]2[c:9]([c:10]([CH3:13])[c:11]1[CH3:12])[O:8][C:7]([C:14](=[O:15])[OH:16])([CH3:17])[CH2:6][CH2:5]2>>[OH:1][c:2]1[c:3]([CH3:18])[c:4]2[c:9]([c:10]([CH3:13])[c:11]1[CH3:12])[O:8][C:7]([C:14](=[O:16])[NH:31][CH2:32][CH2:33][c:34]1[cH:35][cH:36][c:37]([OH:38])[cH:39][cH:40]1)([CH3:17])[CH2:6][CH2:5]2. Reactants: S(O)(O)(=O)=O (Sulfuric acid), CC1=CC(=CC(=C1)C(=O)C)C (3,5-dimethylacetophenone), COC(C1=CC=CC=C1)=O (methylbenzoate), C[O-].[Na+] (Sodium methoxide). Solvent: C=1(C(=CC=CC1)C)C (xylene). Run at temperature 135 celsius, time 6 hour. Product: C(C1=CC=CC=C1)(=O)CC(C1=CC(=CC(=C1)C)C)=O (benzoyl 3,5-dimethylbenzoylmethane). Yield: 27.0%. RXN SMILES: [CH3:1][C:2]1[CH:7]=[C:6]([C:8]([CH3:10])=[O:9])[CH:5]=[C:4]([CH3:11])[CH:3]=1.C[O:13][C:14](=O)[C:15]1[CH:20]=[CH:19][CH:18]=[CH:17][CH:16]=1.C[O-].[Na+].S(=O)(=O)(O)O>C1(C)C(C)=CC=CC=1>[C:14]([CH2:10][C:8](=[O:9])[C:6]1[CH:7]=[C:2]([CH3:1])[CH:3]=[C:4]([CH3:11])[CH:5]=1)(=[O:13])[C:15]1[CH:20]=[CH:19][CH:18]=[CH:17][CH:16]=1 |f:2.3|. Reported procedure: 3,5-dimethylacetophenone (37.1 grams; 0.75 mol), methylbenzoate (156 grams; 1.0 mol) and xylene (308.6 grams) were placed into a four-necked round bottom one liter flask equipped as in Example 1. Sodium methoxide (16.4 grams; 0.30 mol) was added to the stirred reaction mixture under a blanket of nitrogen and the mixture was heated to 135° C. As the temperature of the mixture reached 100° C., solution began coming over. The temperature was held at about 135° C. for 6 hours after which time it was...